This data is from the Open Reaction Database (ORD), a public repository of structured organic reaction records. The task is: describe an organic reaction: reactants, conditions, products, and yield Starting materials: CCCn1cncc1CSc1nc2ccc([N+](=O)[O-])cc2n1C, CCO, [Ca+2], [Cl-], [Cl-], [Fe]. Yields the product CCCn1cncc1CSc1nc2ccc(N)cc2n1C. RXN SMILES: [CH3:1][n:2]1[c:3]([S:14][CH2:15][c:16]2[cH:17][n:18][cH:19][n:20]2[CH2:21][CH2:22][CH3:23])[n:4][c:5]2[c:6]1[cH:7][c:8]([N+:11]([O-:12])=[O:13])[cH:9][cH:10]2.[CH3:27][CH2:28][OH:29].[Ca+2:26].[Cl-:24].[Cl-:25].[Fe:30]>>[CH3:1][n:2]1[c:3]([S:14][CH2:15][c:16]2[cH:17][n:18][cH:19][n:20]2[CH2:21][CH2:22][CH3:23])[n:4][c:5]2[c:6]1[cH:7][c:8]([NH2:11])[cH:9][cH:10]2. The reactants are FC1=C(C=C(C(=C1F)F)F)C(CC(=O)OCC)=O (2,3,4,5-tetrafluoro-β-oxo-benzeneproprionic acid, ethyl ester), C(C)OC(OCC)OCC (triethylorthoformate), C(C)(=O)OC(C)=O (acetic anhydride), NC=1SC=CN1 (2-aminothiazole), 1,8-diazobicyclo[5.4.0]undec-7-ene. Solvent: C(C)(C)O (isopropanol). Reaction conditions: time 18 hour. Yields the product FC=1C=C2C(C(=CN(C2=C(C1F)F)C=1SC=CN1)C(=O)OCC)=O (6,8,7-trifluoro-1,4-dihydro-4-oxo-1-(2-thiazolyl)-3-quinolinecarboxylic acid, ethyl ester). The yield is 68.0%. As a reaction SMILES: F[C:2]1[C:7]([F:8])=[C:6]([F:9])[C:5]([F:10])=[CH:4][C:3]=1[C:11](=[O:18])[CH2:12][C:13]([O:15][CH2:16][CH3:17])=[O:14].C(OC(O[CH2:27][CH3:28])OCC)C.C(OC(=O)C)(=O)C.[NH2:36][C:37]1[S:38]C=[CH:40][N:41]=1>C(O)(C)C>[F:10][C:5]1[CH:4]=[C:3]2[C:2](=[C:7]([F:8])[C:6]=1[F:9])[N:41]([C:37]1[S:38][CH:27]=[CH:28][N:36]=1)[CH:40]=[C:12]([C:13]([O:15][CH2:16][CH3:17])=[O:14])[C:11]2=[O:18]. Procedure details: To 3.0 g (11.33 mmol) of 2,3,4,5-tetrafluoro-β-oxo-benzeneproprionic acid, ethyl ester was added 2.49 g of triethylorthoformate and 2.76 g of acetic anhydride. The mixture was refluxed for two hours and concentrated to dryness under high vacuum at 80° C. The residual oil was treated with 1.32 g (1.2 equivalents) of 2-aminothiazole suspended in 70 ml of isopropanol. At 70° C., 1.6 g (1.0 equivalent) of 1,8-diazobicyclo[5.4.0]undec-7-ene was added. After 18 hours, the mixture was cooled and filter... Solvent: O1CCCC1 (tetrahydrofuran), O1CCCC1 (tetrahydrofuran). The product is C(C)(C)(C)C1=CC=C(C=C1)C1=NC(=NC(=N1)C1=CC=C(C=C1)C(C)(C)C)C1=CC=C(C=C1)C1=CC=C(C=C1)C=1C=NC=CC1 (2,4-bis(4-tert-butylphenyl)-6-[4′-(3-pyridyl)biphenyl-4-yl]-1,3,5-triazine). Reaction conditions: temperature -78 celsius, time 15 minute. Isolated yield 61.9%. RXN SMILES: CCCCCC.C([Li])CCC.Br[C:13]1[CH:18]=[CH:17][C:16]([C:19]2[CH:24]=[CH:23][C:22]([C:25]3[N:30]=[C:29]([C:31]4[CH:36]=[CH:35][C:34]([C:37]([CH3:40])([CH3:39])[CH3:38])=[CH:33][CH:32]=4)[N:28]=[C:27]([C:41]4[CH:46]=[CH:45][C:44]([C:47]([CH3:50])([CH3:49])[CH3:48])=[CH:43][CH:42]=4)[N:26]=3)=[CH:21][CH:20]=2)=[CH:15][CH:14]=1.Br[C:52]1[CH:53]=[N:54][CH:55]=[CH:56][CH:57]=1>C1C=CC([P]([Pd]([P](C2C=CC=CC=2)(C2C=CC=CC=2)C2C=CC=CC=2)([P](C2C=CC=CC=2)(C2C=CC=CC=2)C2C=CC=CC=2)[P](C2C=CC=CC=2)(C2C=CC=CC=2)C2C=CC=CC=2)(C2C=CC=CC=2)C2C=CC=CC=2)=CC=1.O1CCCC1>[C:47]([C:44]1[CH:45]=[CH:46][C:41]([C:27]2[N:28]=[C:29]([C:31]3[CH:36]=[CH:35][C:34]([C:37]([CH3:40])([CH3:39])[CH3:38])=[CH:33][CH:32]=3)[N:30]=[C:25]([C:22]3[CH:23]=[CH:24][C:19]([C:16]4[CH:17]=[CH:18][C:13]([C:52]5[CH:53]=[N:54][CH:55]=[CH:56][CH:57]=5)=[CH:14][CH:15]=4)=[CH:20][CH:21]=3)[N:26]=2)=[CH:42][CH:43]=1)([CH3:50])([CH3:49])[CH3:48] |^1:61,63,82,101|. Starting materials: BrC=1C=NC=CC1 (3-bromopyridine), dichloro(tetramethylethylenediamine)zinc(II), CCCCCC (hexane), C(CCC)[Li] (butyl lithium), BrC1=CC=C(C=C1)C1=CC=C(C=C1)C1=NC(=NC(=N1)C1=CC=C(C=C1)C(C)(C)C)C1=CC=C(C=C1)C(C)(C)C (2-(4′-bromobiphenyl-4-yl)-4,6-bis(4-tert-butylphenyl)-1,3,5-triazine). Reported procedure: Under a stream of argon, 1.4 ml of a hexane solution containing 2.2 mmol of butyl lithium was slowly added to 50 ml of tetrahydrofuran cooled to −78° C. in which 1.15 g of 2-(4′-bromobiphenyl-4-yl)-4,6-bis(4-tert-butylphenyl)-1,3,5-triazine obtained in Reference Example 5 had been dissolved. After stirring at −78° C. for 15 minutes, 0.61 g of dichloro(tetramethylethylenediamine)zinc(II) was added thereto and stirred at −78° C. for 10 minutes and then at room temperature for 2 hours. A 10 ml port... The reagents and catalysts are C=1C=CC(=CC1)[P](C=2C=CC=CC2)(C=3C=CC=CC3)[Pd]([P](C=4C=CC=CC4)(C=5C=CC=CC5)C=6C=CC=CC6)([P](C=7C=CC=CC7)(C=8C=CC=CC8)C=9C=CC=CC9)[P](C=1C=CC=CC1)(C=1C=CC=CC1)C=1C=CC=CC1 (tetrakis(triphenylphosphine)palladium(0)). The reactants are C(C)(C)C1=CC=C(C=C1)S (4-isopropylbenzenethiol), BrC=1C(=NC=CC1)N (3-bromopyridin-2-amine), CC1(C2=CC=CC(=C2OC=2C(=CC=CC12)P(C1=CC=CC=C1)C1=CC=CC=C1)P(C1=CC=CC=C1)C1=CC=CC=C1)C ((9,9-dimethyl-9H-xanthene-4,5-diyl)bis(diphenylphosphine)), CCN(C(C)C)C(C)C (DIEA). Reagents/catalysts: C=1C=CC(=CC1)/C=C/C(=O)/C=C/C2=CC=CC=C2.C=1C=CC(=CC1)/C=C/C(=O)/C=C/C2=CC=CC=C2.C=1C=CC(=CC1)/C=C/C(=O)/C=C/C2=CC=CC=C2.[Pd].[Pd] (tris(dibenzylideneacetone)dipalladium(0)). Run in O (water), C1(=CC=CC=C1)C (toluene). Conditions: temperature 120 celsius, time 8 hour. Yields the product CC(C)C1=CC=C(C=C1)SC=1C(=NC=CC1)N (3-{[4-(1-methylethyl)phenyl]sulfanyl}pyridin-2-amine). The yield is 88.8%. Reaction SMILES: [CH:1]([C:4]1[CH:9]=[CH:8][C:7]([SH:10])=[CH:6][CH:5]=1)([CH3:3])[CH3:2].Br[C:12]1[C:13]([NH2:18])=[N:14][CH:15]=[CH:16][CH:17]=1.CC1(C)C2C=CC=C(P(C3C=CC=CC=3)C3C=CC=CC=3)C=2OC2C1=CC=CC=2P(C1C=CC=CC=1)C1C=CC=CC=1.CCN(C(C)C)C(C)C>C1(C)C=CC=CC=1.C1C=CC(/C=C/C(/C=C/C2C=CC=CC=2)=O)=CC=1.C1C=CC(/C=C/C(/C=C/C2C=CC=CC=2)=O)=CC=1.C1C=CC(/C=C/C(/C=C/C2C=CC=CC=2)=O)=CC=1.[Pd].[Pd].O>[CH3:2][CH:1]([C:4]1[CH:9]=[CH:8][C:7]([S:10][C:12]2[C:13]([NH2:18])=[N:14][CH:15]=[CH:16][CH:17]=2)=[CH:6][CH:5]=1)[CH3:3] |f:5.6.7.8.9|. Reported procedure: A mixture of 4-isopropylbenzenethiol (2.288 g), 3-bromopyridin-2-amine (2.0 g), (9,9-dimethyl-9H-xanthene-4,5-diyl)bis(diphenylphosphine) (0.669 g), tris(dibenzylideneacetone)dipalladium(0) (0.529 g) and DIEA (7.47 mL) in toluene (57.8 mL) was stirred overnight under a nitrogen atmosphere at 120° C. The reaction mixture was added to water, filtered through celite, and the filtrate was extracted with ethyl acetate. The organic layer was washed with saturated brine, dried over anhydrous magnesium ... The reactants are O1C(COC2=CC=CC=C2)C1 (2,3-epoxypropoxybenzene), C1(CCC(N1)=O)=O (succinimide). Reagents/catalysts: C(C)O (ethanol). Solvent: N1=CC=CC=C1 (pyridine). Reaction conditions: time 24 hour. The product is C1(CCC(N1CC(COC1=CC=CC=C1)O)=O)=O (1-Succinimido-3-phenoxy-2-propanol). The yield is 72.2%. RXN SMILES: [O:1]1[CH2:11][CH:2]1[CH2:3][O:4][C:5]1[CH:10]=[CH:9][CH:8]=[CH:7][CH:6]=1.[C:12]1(=[O:18])[NH:16][C:15](=[O:17])[CH2:14][CH2:13]1>C(O)C.N1C=CC=CC=1>[C:15]1(=[O:17])[N:16]([CH2:11][CH:2]([OH:1])[CH2:3][O:4][C:5]2[CH:10]=[CH:9][CH:8]=[CH:7][CH:6]=2)[C:12](=[O:18])[CH2:13][CH2:14]1. Procedure details: A mixture of 15 gm (0.1 mole) of 2,3-epoxypropoxybenzene (prepared as described in Example I) and 9.9 gm (0.1 mole) of succinimide in 100 mL ethanol having 10 drops of pyridine was heated to reflux for 4 hours. After standing 24 hours at room temperature a white crystalline product separated. This material was collected, air-dried and recrystallized from 700 mL ethyl acetate:hexane (6:1) to give 18 gm (72%) of white crystals: mp 130°. The NMR spectrum and the elemental analyses were consistent w... Starting materials: Cl.ClCCN1CCCC1 (1-(2-chloroethyl)pyrrolidine hydrochloride), Cl.ClCCN1CCCC1 (1-(2-Chloroethyl)pyrrolidine hydrochloride), ClC1=CC(=C(NC2=NC=NC3=CC(=C(C=C23)OC)O)C=C1)F (4-(4-chloro-2-fluoroanilino)-7-hydroxy-6-methoxyquinazoline), C([O-])([O-])=O.[K+].[K+] (potassium carbonate). The solvent is CN(C)C=O (DMF). Run at temperature 100 celsius. The product is N1=CN=CC2=CC=CC=C12 (quinazoline). Yield: 30.5%. As a reaction SMILES: Cl.ClCCN1CCCC1.ClC1C=CC(N[C:16]2[C:25]3[C:20](=[CH:21][C:22](O)=[C:23](OC)[CH:24]=3)[N:19]=[CH:18][N:17]=2)=C(F)C=1.C(=O)([O-])[O-].[K+].[K+]>CN(C=O)C>[N:19]1[C:20]2[C:25](=[CH:24][CH:23]=[CH:22][CH:21]=2)[CH:16]=[N:17][CH:18]=1 |f:0.1,3.4.5|. Procedure details: 1-(2-Chloroethyl)pyrrolidine hydrochloride (200 mg, 1.2 mmol) was added to a mixture of 4-(4-chloro-2-fluoroanilino)-7-hydroxy-6-methoxyquinazoline (403 mg, 1.26 mmol), (prepared as described for the starting material in Example 2), and potassium carbonate (650 mg, 4.7 mmol) in DMF (4 ml). The mixture was heated to 100° C. and further portions of 1-(2-chloroethyl)pyrrolidine hydrochloride (800 mg in total) were added periodically over 4 hours while the reaction mixture was maintained at 100° C. ... The reactants are C(C)O, C(C)(O)=O, c12c(cccc1)cncc2. The reagents and catalysts are c1ccc(cc1)-c2c3ccccc3cc4ccccc24 (9-Phenylanthracene), CCOC(=O)C(C)S   (Et2MercapCOOEt), (Ir[dF(5CF3)ppy]2(dtbpy))PF6. Run in CS(=O)C (DMSO). Reaction conditions: temperature 25 celsius, time 18 hour. Yields the product CCc1nccc2ccccc12. RXN SMILES: [cH:1]1[cH:10][c:9]([c:4]2[cH:3][cH:2]1)[cH:8][cH:7][n:6][cH:5]2.[CH3:11][CH2:12]O>>[CH3:11][CH2:12][c:5]1[c:4]([c:9]2[cH:8][cH:7][n:6]1)[cH:3][cH:2][cH:1][cH:10]2. The reactants are CC(C)=O, [Na+], O, C=C(C)C(C(=O)OCc1ccc([N+](=O)[O-])cc1)N1C(=O)C(NC(=O)Cc2ccccc2)C1SSc1nc2ccccc2s1, O=S(=S)(Oc1nc2ccccc2s1)c1ccccc1, O=S(=O)([O-])c1ccccc1. The product is C=C(C)C(C(=O)OCc1ccc([N+](=O)[O-])cc1)N1C(=O)C(NC(=O)Cc2ccccc2)C1SS(=O)(=O)c1ccccc1. RXN SMILES: [CH3:75][C:76](=[O:77])[CH3:78].[Na+:74].[OH2:63].[c:1]1([CH2:7][C:8](=[O:9])[NH:10][CH:11]2[C:12](=[O:43])[N:13]([CH:26]([C:27](=[O:28])[O:29][CH2:30][c:31]3[cH:32][cH:33][c:34]([N+:37](=[O:38])[O-:39])[cH:35][cH:36]3)[C:40](=[CH2:41])[CH3:42])[CH:14]2[S:15][S:16][c:17]2[s:18][c:19]3[cH:20][cH:21][cH:22][cH:23][c:24]3[n:25]2)[cH:2][cH:3][cH:4][cH:5][cH:6]1.[c:44]1([S:50](=[O:51])([O:52][c:53]2[s:54][c:55]3[cH:56][cH:57][cH:58][cH:59][c:60]3[n:61]2)=[S:62])[cH:45][cH:46][cH:47][cH:48][cH:49]1.[c:64]1([S:65]([O-:66])(=[O:67])=[O:68])[cH:69][cH:70][cH:71][cH:72][cH:73]1>>[c:1]1([CH2:7][C:8](=[O:9])[NH:10][CH:11]2[C:12](=[O:43])[N:13]([CH:26]([C:27](=[O:28])[O:29][CH2:30][c:31]3[cH:32][cH:33][c:34]([N+:37](=[O:38])[O-:39])[cH:35][cH:36]3)[C:40](=[CH2:41])[CH3:42])[CH:14]2[S:52][S:50]([c:44]2[cH:45][cH:46][cH:47][cH:48][cH:49]2)(=[O:51])=[O:62])[cH:2][cH:3][cH:4][cH:5][cH:6]1.